Dataset: the Open Reaction Database (ORD), a public repository of structured organic reaction records. Task: describe an organic reaction: reactants, conditions, products, and yield Starting materials: aqueous solution, C(=O)C=O (glyoxal), C1(CCCCC1)NN=CC(C)=O (2-oxopropanal cyclohexyl-hydrazone). Solvent: O (H2O). Run at time 1 hour. Yields the product OC=1C(=NN(C1)C1CCCCC1)C(C)=O (1-(4-hydroxy-1-cyclohexyl-1H-pyrazol-3-yl)ethanone). The yield is 102.4%. Reaction SMILES: [CH:1]([CH:3]=O)=[O:2].[CH:5]1([NH:11][N:12]=[CH:13][C:14](=[O:16])[CH3:15])[CH2:10][CH2:9][CH2:8][CH2:7][CH2:6]1>O>[OH:16][C:14]1[C:13]([C:1](=[O:2])[CH3:3])=[N:12][N:11]([CH:5]2[CH2:10][CH2:9][CH2:8][CH2:7][CH2:6]2)[CH:15]=1. Procedure details: A 40% aqueous solution of glyoxal (1.73 mL, 15.1 mmol) was added to 2-oxopropanal cyclohexyl-hydrazone (2.54 g, 15.1 mmol) in H2O (125 mL). The mixture was then heated at reflux. After 1 hour, the mixture was cooled to room temperature and extracted with CH2Cl2 (4×). The combined organic extracts were dried (Na2SO4) and concentrated under reduced pressure to afford 3.22 g of 1-(4-hydroxy-1-cyclohexyl-1H-pyrazol-3-yl)ethanone as a yellow oil. The crude product was then used in the next step witho... Reactants: [H-].[Na+] (sodium hydride), C(#N)C1=C(C=CC(=C1C#N)O)O (2,3-dicyano-4-hydroxy-phenol), C(C)(C)N(C(CBr)=O)C(C)C (N,N-bis(isopropyl)-2-bromoacetamide). Run in CN(C=O)C (dimethylformamide). Reaction conditions: time 30 minute. Product: C(C)(C)N(C(COC1=C(C(=C(C=C1)O)C#N)C#N)=O)C(C)C (N,N-bis-(isopropyl)-2-(2,3-dicyano-4-hydroxy-phenoxy)-acetamide). Yield: 59.8%. RXN SMILES: [H-].[Na+].[C:3]([C:5]1[C:10]([C:11]#[N:12])=[C:9]([OH:13])[CH:8]=[CH:7][C:6]=1[OH:14])#[N:4].[CH:15]([N:18]([CH:23]([CH3:25])[CH3:24])[C:19](=[O:22])[CH2:20]Br)([CH3:17])[CH3:16]>CN(C)C=O>[CH:15]([N:18]([CH:23]([CH3:25])[CH3:24])[C:19](=[O:22])[CH2:20][O:14][C:6]1[CH:7]=[CH:8][C:9]([OH:13])=[C:10]([C:11]#[N:12])[C:5]=1[C:3]#[N:4])([CH3:17])[CH3:16] |f:0.1|. Reported procedure: 960 mg of sodium hydride (50% in oil) were added to a solution of 1.6 g of 2,3-dicyano-4-hydroxy-phenol in 100 ml of dimethylformamide, and after stirring for 30 minutes at ambient temperature, then 2.3 g of N,N-bis(isopropyl)-2-bromoacetamide (preparation 8) were added. After stirring for 48 hours, the solvent was evaporated under reduced pressure and 200 ml of 2N hydrochloric acid were added. Extraction was carried out with ethyl acetate and the organic phase was dried over magnesium sulfate, ... The reactants are N(=[N+]=[N-])CCC(C(=O)OC)C (methyl 4-azido-2-methylbutyrate), O (Water), C(C)(C)[N-]C(C)C.[Li+].C1CCCCC1 (lithium diisopropylamide cyclohexane), IC (iodomethane). The solvent is O1CCCC1 (tetrahydrofuran). Reaction conditions: time 30 minute. The product is N(=[N+]=[N-])CCC(C(=O)OC)(C)C (methyl 4-azido-2,2-dimethylbutyrate). As a reaction SMILES: [N:1]([CH2:4][CH2:5][CH:6]([CH3:11])[C:7]([O:9][CH3:10])=[O:8])=[N+:2]=[N-:3].[CH:12]([N-]C(C)C)(C)C.[Li+].C1CCCCC1.IC.O>O1CCCC1>[N:1]([CH2:4][CH2:5][C:6]([CH3:12])([CH3:11])[C:7]([O:9][CH3:10])=[O:8])=[N+:2]=[N-:3] |f:1.2.3|. Procedure details: To a solution of 1.3 g of methyl 4-azido-2-methylbutyrate (which was prepared by the method as described in Tetrahedron, 1987, 43, 1811–1822) in 13 ml of tetrahydrofuran, 16.7 ml of 1.5N lithium diisopropylamide-cyclohexane solution was added at −78° C. in nitrogen atmosphere, followed by 30 minutes' stirring at the same temperature. To the solution 1.6 ml of iodomethane was added at −78° C., followed by 30 minutes' stirring at the same temperature. Water was added to the reaction liquid, follow... Starting materials: COC(=O)C1CC(C(=O)OC(C)(C)C)N(C(=O)C(Cc2ccccc2)NC(=O)OCc2ccccc2)C1c1ccccc1F, CCO. The product is COC(=O)C1CC(C(=O)OC(C)(C)C)N(C(=O)C(N)Cc2ccccc2)C1c1ccccc1F. As a reaction SMILES: [CH2:1]([O:2][C:3](=[O:4])[NH:11][CH:12]([C:13](=[O:14])[N:15]1[CH:16]([C:31](=[O:32])[O:33][C:34]([CH3:35])([CH3:36])[CH3:37])[CH2:17][CH:18]([C:27](=[O:28])[O:29][CH3:30])[CH:19]1[c:20]1[c:21]([F:26])[cH:22][cH:23][cH:24][cH:25]1)[CH2:38][c:39]1[cH:40][cH:41][cH:42][cH:43][cH:44]1)[c:5]1[cH:6][cH:7][cH:8][cH:9][cH:10]1.[CH3:45][CH2:46][OH:47]>>[NH2:11][CH:12]([C:13](=[O:14])[N:15]1[CH:16]([C:31](=[O:32])[O:33][C:34]([CH3:35])([CH3:36])[CH3:37])[CH2:17][CH:18]([C:27](=[O:28])[O:29][CH3:30])[CH:19]1[c:20]1[c:21]([F:26])[cH:22][cH:23][cH:24][cH:25]1)[CH2:38][c:39]1[cH:40][cH:41][cH:42][cH:43][cH:44]1.